Dataset: the Open Reaction Database (ORD), a public repository of structured organic reaction records. Task: describe an organic reaction: reactants, conditions, products, and yield Reactants: COC=1C(=CC2=C(C(=NC(C(N2CC)=O)CC2=C(C=CC=C2)[N+](=O)[O-])C2=CC=CC=C2)C1)OC (7,8-dimethoxy-1-ethyl-3-(2-nitrobenzyl)-5-phenyl-1,3-dihydro-2H-1,4-benzodiazepin-2-one). The reagents and catalysts are [Pd] (Pd/C). The solvent is CO (MeOH). Product: COC=1C(=CC2=C(C(=NC(C(N2CC)=O)CC2=C(C=CC=C2)N)C2=CC=CC=C2)C1)OC (7,8-dimethoxy-1-ethyl-3-(2-aminobenzyl)-5-phenyl-1,3-dihydro-2H-1,4-benzodiazepin-2-one). Isolated yield 70.0%. As a reaction SMILES: [CH3:1][O:2][C:3]1[C:4]([O:33][CH3:34])=[CH:5][C:6]2[N:12]([CH2:13][CH3:14])[C:11](=[O:15])[CH:10]([CH2:16][C:17]3[CH:22]=[CH:21][CH:20]=[CH:19][C:18]=3[N+:23]([O-])=O)[N:9]=[C:8]([C:26]3[CH:31]=[CH:30][CH:29]=[CH:28][CH:27]=3)[C:7]=2[CH:32]=1>CO.[Pd]>[CH3:1][O:2][C:3]1[C:4]([O:33][CH3:34])=[CH:5][C:6]2[N:12]([CH2:13][CH3:14])[C:11](=[O:15])[CH:10]([CH2:16][C:17]3[CH:22]=[CH:21][CH:20]=[CH:19][C:18]=3[NH2:23])[N:9]=[C:8]([C:26]3[CH:31]=[CH:30][CH:29]=[CH:28][CH:27]=3)[C:7]=2[CH:32]=1. Procedure: Stir a mixture of 80 mg (0.17 mmol) of 7,8-dimethoxy-1-ethyl-3-(2-nitrobenzyl)-5-phenyl-1,3-dihydro-2H-1,4-benzodiazepin-2-one IIbh, 10 mg of Pd/C 10% by weight in 15 ml of MeOH under 65 psi of H2 at room temperature for 2 hours. Filter the suspension on celite, rinse three times with 10 ml of MeOH. Evaporate to dryness and purify by silica chromatography (AcOEt 1/hexane 4, 1/2). Recrystallize in EtOH. Yield: 70%. M: degradation at 280° C. 1H-NMR (DMSO, 300 MHz): d 0.86–0.90 (m, 3H, CH3), 3.21–3... Product: CC(Nc1ccc(Cl)c(Cl)c1)C(=O)O. As a reaction SMILES: [CH2:19]1[O:20][CH2:21][CH2:22][CH2:23]1.[CH2:1]([CH3:2])[O:3][C:4]([CH:5]([CH3:6])[NH:7][c:8]1[cH:9][c:10]([Cl:15])[c:11]([Cl:14])[cH:12][cH:13]1)=[O:16].[CH3:24][OH:25].[Li+:18].[OH-:17].[OH2:26]>>[O:3]=[C:4]([CH:5]([CH3:6])[NH:7][c:8]1[cH:9][c:10]([Cl:15])[c:11]([Cl:14])[cH:12][cH:13]1)[OH:16]. The reactants are C1CCOC1, CCOC(=O)C(C)Nc1ccc(Cl)c(Cl)c1, CO, [Li+], [OH-], O. Starting materials: CC(C)(C)OC(=O)NCc1ccc(S(C)(=O)=O)c(C(F)(F)F)c1, CCOCC, ClCCl, Cl. Product: CS(=O)(=O)c1ccc(CN)cc1C(F)(F)F, Cl. Reaction SMILES: [CH3:1][S:2](=[O:3])(=[O:4])[c:5]1[c:6]([C:20]([F:21])([F:22])[F:23])[cH:7][c:8]([CH2:9][NH:10][C:11](=[O:12])[O:13][C:14]([CH3:15])([CH3:16])[CH3:17])[cH:18][cH:19]1.[CH3:28][CH2:29][O:30][CH2:31][CH3:32].[Cl:25][CH2:26][Cl:27].[ClH:24]>>[CH3:1][S:2](=[O:3])(=[O:4])[c:5]1[c:6]([C:20]([F:21])([F:22])[F:23])[cH:7][c:8]([CH2:9][NH2:10])[cH:18][cH:19]1.[ClH:24]. Starting materials: FC1=CC=C(C=C1)C1=CN=C(O1)C1CN(CCC1)C(=O)OC(C)(C)C (tert-butyl 3-(5-(4-fluorophenyl)oxazol-2-yl)piperidine-1-carboxylate), FC(C(=O)[O-])(F)F (trifluoroacetate). The product is OC(=O)C(F)(F)F.FC1=CC=C(C=C1)C1=CN=C(O1)C1CNCCC1 (5-(4-Fluorophenyl)-2-(piperidin-3-yl)oxazole TFA Salt). RXN SMILES: [F:1][C:2]1[CH:7]=[CH:6][C:5]([C:8]2[O:12][C:11]([CH:13]3[CH2:18][CH2:17][CH2:16][N:15](C(OC(C)(C)C)=O)[CH2:14]3)=[N:10][CH:9]=2)=[CH:4][CH:3]=1.[F:26][C:27]([F:32])([F:31])[C:28]([O-:30])=[O:29]>>[OH:30][C:28]([C:27]([F:32])([F:31])[F:26])=[O:29].[F:1][C:2]1[CH:7]=[CH:6][C:5]([C:8]2[O:12][C:11]([CH:13]3[CH2:18][CH2:17][CH2:16][NH:15][CH2:14]3)=[N:10][CH:9]=2)=[CH:4][CH:3]=1 |f:2.3|. Reported procedure: This compound was synthesized from tert-butyl 3-(5-(4-fluorophenyl)oxazol-2-yl)piperidine-1-carboxylate as described for example 46 step 4 (150 mg, crude) as a trifluoroacetate salt and it was carried through without further purification. MS (ESI) m/z: Calculated for C14H16FN2O: 246.12. found: 247.0 (M+H)+ Reactants: Cc1ccccc1, Cn1c(C(F)(F)F)cc(=O)n(-c2ccc(Cl)c(C=O)c2)c1=O, CCOC(=O)NN, Cc1ccc(S(=O)(=O)O)cc1. The product is CCOC(=O)NN=Cc1cc(-n2c(=O)cc(C(F)(F)F)n(C)c2=O)ccc1Cl. As a reaction SMILES: [CH3:41][c:42]1[cH:43][cH:44][cH:45][cH:46][cH:47]1.[Cl:8][c:9]1[c:10]([CH:28]=[O:29])[cH:11][c:12](-[n:15]2[c:16](=[O:27])[n:17]([CH3:26])[c:18]([C:22]([F:23])([F:24])[F:25])[cH:19][c:20]2=[O:21])[cH:13][cH:14]1.[NH:1]([NH2:2])[C:3](=[O:4])[O:5][CH2:6][CH3:7].[c:30]1([CH3:31])[cH:32][cH:33][c:34]([S:35]([OH:36])(=[O:37])=[O:38])[cH:39][cH:40]1>>[NH:1]([N:2]=[CH:28][c:10]1[c:9]([Cl:8])[cH:14][cH:13][c:12](-[n:15]2[c:16](=[O:27])[n:17]([CH3:26])[c:18]([C:22]([F:23])([F:24])[F:25])[cH:19][c:20]2=[O:21])[cH:11]1)[C:3](=[O:4])[O:5][CH2:6][CH3:7]. Reactants: O=C([O-])O, CCOC(C)=O, [Cl-], Cc1cnc2[nH]cc(C(=O)c3c(F)ccc([N+](=O)[O-])c3F)c2c1, O. Yields the product Cc1cnc2[nH]cc(C(=O)c3c(F)ccc(N)c3F)c2c1. RXN SMILES: [C:31](=[O:32])([OH:33])[O-:34].[CH3:24][CH2:25][O:26][C:27](=[O:28])[CH3:29].[Cl-:30].[F:1][c:2]1[c:3]([C:12](=[O:13])[c:14]2[cH:15][nH:16][c:17]3[n:18][cH:19][c:20]([CH3:23])[cH:21][c:22]23)[c:4]([F:11])[cH:5][cH:6][c:7]1[N+:8]([O-:9])=[O:10].[OH2:35]>>[F:1][c:2]1[c:3]([C:12](=[O:13])[c:14]2[cH:15][nH:16][c:17]3[n:18][cH:19][c:20]([CH3:23])[cH:21][c:22]23)[c:4]([F:11])[cH:5][cH:6][c:7]1[NH2:8]. Starting materials: COC1CCC2(CC1)Oc1ccc(Br)cc1C21N=C(C)C(N)=N1, CC1CCCO1, CCOC(C)=O, OB(O)c1cncc(Cl)c1, ClCCl, [K+], [K+], O=C([O-])[O-], O. The product is COC1CCC2(CC1)Oc1ccc(-c3cncc(Cl)c3)cc1C21N=C(C)C(N)=N1. RXN SMILES: [Br:11][c:12]1[cH:13][cH:14][c:15]2[c:16]([cH:33]1)[C:17]1([C:18]3([CH2:19][CH2:20][CH:21]([O:24][CH3:25])[CH2:22][CH2:23]3)[O:26]2)[N:27]=[C:28]([CH3:32])[C:29]([NH2:31])=[N:30]1.[CH3:34][CH:35]1[CH2:36][CH2:37][CH2:38][O:39]1.[CH3:49][CH2:50][O:51][C:52]([CH3:53])=[O:54].[Cl:1][c:2]1[cH:3][c:4]([B:8]([OH:9])[OH:10])[cH:5][n:6][cH:7]1.[Cl:46][CH2:47][Cl:48].[K+:40].[K+:41].[O-:42][C:43]([O-:44])=[O:45].[OH2:55]>>[Cl:1][c:2]1[cH:3][c:4](-[c:12]2[cH:13][cH:14][c:15]3[c:16]([cH:33]2)[C:17]2([C:18]4([CH2:19][CH2:20][CH:21]([O:24][CH3:25])[CH2:22][CH2:23]4)[O:26]3)[N:27]=[C:28]([CH3:32])[C:29]([NH2:31])=[N:30]2)[cH:5][n:6][cH:7]1. Starting materials: CCCCc1c(Cl)cc(COC(C)=O)nc1Cl, Cl. Reaction SMILES: [C:1](=[O:2])([CH3:3])[O:4][CH2:5][c:6]1[n:7][c:8]([Cl:17])[c:9]([CH2:13][CH2:14][CH2:15][CH3:16])[c:10]([Cl:12])[cH:11]1.[ClH:18]>>[OH:4][CH2:5][c:6]1[n:7][c:8]([Cl:17])[c:9]([CH2:13][CH2:14][CH2:15][CH3:16])[c:10]([Cl:12])[cH:11]1. Yields the product CCCCc1c(Cl)cc(CO)nc1Cl. The reactants are ClC1=C(C(=C2C=CC(=NC2=C1)C)C1=CC=C(C=C1)Cl)[C@@H](CO)O ((S)-1-(7-chloro-5-(4-chlorophenyl)-2-methylquinolin-6-yl)ethane-1,2-diol), ClC1=CC=C(C=C1)C1=C2C=CC(=NC2=CC(=C1C=C)C)C (5-(4-chlorophenyl)-2,7-dimethyl-6-vinylquinoline). The product is ClC1=CC=C(C=C1)C1=C2C=CC(=NC2=CC(=C1[C@@H](CO)O)C)C ((S)-1-(5-(4-chlorophenyl)-2,7-dimethylquinolin-6-yl)ethane-1,2-diol). Reaction SMILES: Cl[C:2]1[CH:11]=[C:10]2[C:5]([CH:6]=[CH:7][C:8]([CH3:12])=[N:9]2)=[C:4]([C:13]2[CH:18]=[CH:17][C:16]([Cl:19])=[CH:15][CH:14]=2)[C:3]=1[C@H:20]([OH:23])[CH2:21][OH:22].Cl[C:25]1C=CC(C2C(C=C)=C(C)C=C3C=2C=CC(C)=N3)=CC=1>>[Cl:19][C:16]1[CH:15]=[CH:14][C:13]([C:4]2[C:3]([C@H:20]([OH:23])[CH2:21][OH:22])=[C:2]([CH3:25])[CH:11]=[C:10]3[C:5]=2[CH:6]=[CH:7][C:8]([CH3:12])=[N:9]3)=[CH:18][CH:17]=1. Reported procedure: Compound 2G was prepared following the procedure used to prepare compound 1H of Example 1, except that 5-(4-chlorophenyl)-2,7-dimethyl-6-vinylquinoline (2F) was used instead of compound 1G. LCMS-ESI+ (m/z): 328.2, 330.2 (M+H)+. Reactants: CC1Cc2ccc(C3=CCNCC3)cc2CN1c1cc(N2CCN(C)CC2)nc(N)n1, CN(C)C=O, CO, CCN(C(C)C)C(C)C, O=C=NC1CCCC1. Product: CC1Cc2ccc(C3=CCN(C(=O)NC4CCCC4)CC3)cc2CN1c1cc(N2CCN(C)CC2)nc(N)n1. As a reaction SMILES: [CH3:1][N:2]1[CH2:3][CH2:4][N:5]([c:8]2[n:9][c:10]([NH2:31])[n:11][c:12]([N:14]3[CH2:15][c:16]4[cH:17][c:18]([C:25]5=[CH:30][CH2:29][NH:28][CH2:27][CH2:26]5)[cH:19][cH:20][c:21]4[CH2:22][CH:23]3[CH3:24])[cH:13]2)[CH2:6][CH2:7]1.[CH3:49][N:50]([CH3:51])[CH:52]=[O:53].[CH3:54][OH:55].[CH:32]([N:33]([CH2:34][CH3:35])[CH:36]([CH3:37])[CH3:38])([CH3:39])[CH3:40].[N:41](=[C:42]=[O:43])[CH:44]1[CH2:45][CH2:46][CH2:47][CH2:48]1>>[CH3:1][N:2]1[CH2:3][CH2:4][N:5]([c:8]2[n:9][c:10]([NH2:31])[n:11][c:12]([N:14]3[CH2:15][c:16]4[cH:17][c:18]([C:25]5=[CH:30][CH2:29][N:28]([C:42]([NH:41][CH:44]6[CH2:45][CH2:46][CH2:47][CH2:48]6)=[O:43])[CH2:27][CH2:26]5)[cH:19][cH:20][c:21]4[CH2:22][CH:23]3[CH3:24])[cH:13]2)[CH2:6][CH2:7]1.